From a dataset of the Open Reaction Database (ORD), a public repository of structured organic reaction records. describe an organic reaction: reactants, conditions, products, and yield Starting materials: [OH-].[K+] (potassium hydroxide), [Cl-].[NH4+] (ammonium chloride), [N+](=O)([O-])C1=CC=CC2=CC=CC=C12 (1-nitronaphthalene), N,N-tetramethylenethiocarbamoylsulphenamide. Run in CS(=O)C (dimethyl sulphoxide), CS(=O)C (dimethyl sulphoxide). Run at time 60 minute. Product: [N+](=O)([O-])C1=CC=C(C2=CC=CC=C12)N (4-nitro-1-naphthylamine). Reaction SMILES: [N+:1]([C:4]1[C:13]2[C:8](=[CH:9][CH:10]=[CH:11][CH:12]=2)[CH:7]=[CH:6][CH:5]=1)([O-:3])=[O:2].[OH-].[K+].[Cl-].[NH4+:17]>CS(C)=O>[N+:1]([C:4]1[C:13]2[C:8](=[CH:9][CH:10]=[CH:11][CH:12]=2)[C:7]([NH2:17])=[CH:6][CH:5]=1)([O-:3])=[O:2] |f:1.2,3.4|. Procedure details: 3.5 g of 1-nitronaphthalene and 3.3 g of N,N-tetramethylenethiocarbamoylsulphenamide, dissolved in 15 ml of dimethyl sulphoxide, are added dropwise to a vigorously stirred suspension of 6 g of potassium hydroxide in 50 ml of dimethyl sulphoxide, the temperature being kept at 20° to 25° C. When the addition has ended the mixture is stirred for a further 60 minutes, poured into 400 ml of a saturated aqueous ammonium chloride solution and extracted with methylene chloride. After drying and removing... The reactants are C([O-])([O-])=O.[Na+].[Na+] (sodium carbonate), CC(=O)O (AcOH), CCO (EtOH), BrC=1C=C(C(=NC1)[N+](=O)[O-])O[C@H](C)C1=C(C(=CC=C1Cl)F)Cl (5-bromo-3-[(1R)-1-(2,6-dichloro-3-fluorophenyl)ethoxy]-2-nitropyridine). Reagents/catalysts: [Fe] (iron). Solvent: O (water), C(C)OCC (diethyl ether). Reaction conditions: time 1 hour. The product is BrC=1C=C(C(=NC1)N)O[C@H](C)C1=C(C(=CC=C1Cl)F)Cl (5-bromo-3-[1-(R)-(2,6-dichloro-3-fluoro-phenyl)-ethoxy]-pyridin-2-ylamine). Isolated yield 82.2%. As a reaction SMILES: CC(O)=O.CCO.[Br:8][C:9]1[CH:10]=[C:11]([O:18][C@@H:19]([C:21]2[C:26]([Cl:27])=[CH:25][CH:24]=[C:23]([F:28])[C:22]=2[Cl:29])[CH3:20])[C:12]([N+:15]([O-])=O)=[N:13][CH:14]=1.C(=O)([O-])[O-].[Na+].[Na+]>[Fe].O.C(OCC)C>[Br:8][C:9]1[CH:10]=[C:11]([O:18][C@@H:19]([C:21]2[C:26]([Cl:27])=[CH:25][CH:24]=[C:23]([F:28])[C:22]=2[Cl:29])[CH3:20])[C:12]([NH2:15])=[N:13][CH:14]=1 |f:3.4.5|. Reported procedure: To a stirred mixture of AcOH (150 mL) and EtOH (150 mL) was suspended 5-bromo-3-[(1R)-1-(2,6-dichloro-3-fluorophenyl)ethoxy]-2-nitropyridine (6.6 g, 0.016 mol) and iron chips (8.8 g, 0.16 mol). The reaction was heated slowly to reflux and allowed to stir for 1 hour. The reaction was cooled to room temperature then diethyl ether (100 mL) and water (100 mL) was added. The solution was carefully neutralized by the addition of sodium carbonate. The combined organic extracts were washed with saturate...